Dataset: the Open Reaction Database (ORD), a public repository of structured organic reaction records. Task: describe an organic reaction: reactants, conditions, products, and yield Reactants: C(C)(=O)N[C@H]1C(O)O[C@@H]([C@H]([C@@H]1O)O)CO (N-acetylglucosamine), C(CCCCCCCCCCC)N (dodecylamine). The solvent is C(C)O (ethanol). The product is C(C)(=O)N[C@H]1C(O[C@@H]([C@H]([C@@H]1O)O)CO)CCCCCCCCCCCCN (N-(2-Acetamido-2-deoxy-D-glucopyranosyl)dodecylamine). As a reaction SMILES: [C:1]([NH:4][C@@H:5]1[C@@H:11]([OH:12])[C@H:10]([OH:13])[C@@H:9]([CH2:14][OH:15])[O:8][CH:6]1O)(=[O:3])[CH3:2].[CH2:16]([NH2:28])[CH2:17][CH2:18][CH2:19][CH2:20][CH2:21][CH2:22][CH2:23][CH2:24][CH2:25][CH2:26][CH3:27]>C(O)C>[C:1]([NH:4][C@@H:5]1[C@@H:11]([OH:12])[C@H:10]([OH:13])[C@@H:9]([CH2:14][OH:15])[O:8][CH:6]1[CH2:27][CH2:26][CH2:25][CH2:24][CH2:23][CH2:22][CH2:21][CH2:20][CH2:19][CH2:18][CH2:17][CH2:16][NH2:28])(=[O:3])[CH3:2]. Reported procedure: 15 g of N-acetylglucosamine and 19 g of dodecylamine are heated at 80° C. for 3 hours in 50 ml of ethanol, with stirring. The undissolved material is then filtered off hot, the filtrate is cooled and the precipitated product is filtered off with suction and rinsed with ethanol and ether. The residue on the filter is dried in vacuo.